This data is from the Open Reaction Database (ORD), a public repository of structured organic reaction records. The task is: describe an organic reaction: reactants, conditions, products, and yield Starting materials: C1CCOC1, COc1ccc2cc(C(=O)N(C)OC)cnc2c1, C#Cc1cc(Cl)cc(Cl)c1. Product: COc1ccc2cc(C(=O)C#Cc3cc(Cl)cc(Cl)c3)cnc2c1. RXN SMILES: [CH2:29]1[O:30][CH2:31][CH2:32][CH2:33]1.[CH3:11][O:12][N:13]([C:14](=[O:15])[c:16]1[cH:17][n:18][c:19]2[cH:20][c:21]([O:26][CH3:27])[cH:22][cH:23][c:24]2[cH:25]1)[CH3:28].[Cl:1][c:2]1[cH:3][c:4]([Cl:10])[cH:5][c:6]([C:8]#[CH:9])[cH:7]1>>[Cl:1][c:2]1[cH:3][c:4]([Cl:10])[cH:5][c:6]([C:8]#[C:9][C:14](=[O:15])[c:16]2[cH:17][n:18][c:19]3[cH:20][c:21]([O:26][CH3:27])[cH:22][cH:23][c:24]3[cH:25]2)[cH:7]1. Starting materials: [N-]=[N+]=[N-].[Na+] (Sodium azide), [NH4+].[Cl-] (NH4Cl), ClC=1C=C(C#N)C=C(N1)N1CCC(CC1)NC (2-chloro-6-[4-(methylamino)piperidin-1-yl]isonicotinonitrile), ClC=1C=C(C#N)C=C(N1)N1CCC(CC1)NC (2-chloro-6-[4-(methylamino)piperidin-1-yl]isonicotinonitrile). Solvent: CN(C)C=O (DMF). Conditions: temperature 120 celsius. Product: ClC1=CC(=CC(=N1)N1CCC(CC1)NC)C1=NN=NN1 (1-[6-Chloro-4-(1H-tetrazol-5-yl)pyridin-2-yl]-N-methylpiperidin-4-amine). Isolated yield 37.1%. RXN SMILES: [N-:1]=[N+:2]=[N-:3].[Na+].[NH4+].[Cl-].[Cl:7][C:8]1[CH:9]=[C:10]([CH:13]=[C:14]([N:16]2[CH2:21][CH2:20][CH:19]([NH:22][CH3:23])[CH2:18][CH2:17]2)[N:15]=1)[C:11]#[N:12]>CN(C=O)C>[Cl:7][C:8]1[N:15]=[C:14]([N:16]2[CH2:21][CH2:20][CH:19]([NH:22][CH3:23])[CH2:18][CH2:17]2)[CH:13]=[C:10]([C:11]2[NH:12][N:3]=[N:2][N:1]=2)[CH:9]=1 |f:0.1,2.3|. Reported procedure: Sodium azide (131 mg, 2.02 mmol) and NH4Cl (108 mg, 2.02 mmol) were added to a solution of 2-chloro-6-[4-(methylamino)piperidin-1-yl]isonicotinonitrile (Intermediate 63, 507 mg, 2.02 mmol) in anhydrous DMF (3 ml). The mixture was heated at 120° C. under nitrogen gas for 1 h where LCMS showed the expected mass. The mixture was filtered and was purified by semi-preparative HPLC eluting with acetonitrile/water (0.1% TFA) and the title compound was concentrated in vacuo to give a hygroscopic brown s... The reactants are CC(C)([O-])C.[K+] (potassium tert-butoxide), N,N,N′N′-tetramethylformamidinium chloride, C(C)(C)(C)OC(=O)N1[C@@H](CCC1=O)CC1=CC=C(C=C1)C1=CC=CC=C1 ((S)-2-Biphenyl-4-ylmethyl-5-oxo-pyrrolidine-1-carboxylic acid tert-butyl ester), [Cl-].[Li+] (lithium chloride). Run in O1CCCC1 (tetrahydrofuran). Reaction conditions: temperature 60 celsius, time 1 hour. Product: (R)-5-biphenyl-4-ylmethyl-3-[1-dimethylaminometh-(E/Z)-ylidene]-2-oxo-pyrrolidine-1-carboxylic acid tert-butyl ester, C(C)(C)(C)OC(=O)N1C(/C(/C[C@H]1CC1=CC=C(C=C1)C1=CC=CC=C1)=C/N(C(C)C)C(C)C)=O ((R)-5-biphenyl-4-ylmethyl-3-[1-diisopropylamino-meth-(E)-ylidene]-2-oxo-pyrrolidine-1-carboxylic acid tert-butyl ester). As a reaction SMILES: C[C:2]([CH3:5])([O-])[CH3:3].[K+].[C:7]([O:11][C:12]([N:14]1[C:18](=[O:19])[CH2:17][CH2:16][C@H:15]1[CH2:20][C:21]1[CH:26]=[CH:25][C:24]([C:27]2[CH:32]=[CH:31][CH:30]=[CH:29][CH:28]=2)=[CH:23][CH:22]=1)=[O:13])([CH3:10])([CH3:9])[CH3:8].[Cl-].[Li+]>O1CCCC1>[C:7]([O:11][C:12]([N:14]1[C@H:15]([CH2:20][C:21]2[CH:22]=[CH:23][C:24]([C:27]3[CH:28]=[CH:29][CH:30]=[CH:31][CH:32]=3)=[CH:25][CH:26]=2)[CH2:16]/[C:17](=[CH:12]\[N:14]([CH:15]([CH3:20])[CH3:16])[CH:2]([CH3:5])[CH3:3])/[C:18]1=[O:19])=[O:13])([CH3:10])([CH3:8])[CH3:9] |f:0.1,3.4|. Procedure details: A mixture of potassium tert-butoxide (2.8 eq, 2.8 mmol, 1 M solution in THF) and N,N,N′N′-tetramethylformamidinium chloride (18, R6=Me, R7=Me) (3 eq, 3 mmol) are stirred at 60° C. for 1 h. The mixture is then cooled to room temperature. The mixture is then diluted with tetrahydrofuran to a total volume of 5 ml. (S)-2-Biphenyl-4-ylmethyl-5-oxo-pyrrolidine-1-carboxylic acid tert-butyl ester (8-a, R1=Boc) (1 eq, 1 mmol) and lithium chloride (1 eq, 1 mmol) is then added to the mixture. The mixture i... Starting materials: CO, Cc1c(O)cccc1[N+](=O)[O-], [H][H], C1CCOC1. Product: Cc1c(N)cccc1O. RXN SMILES: [CH3:19][OH:20].[CH3:1][c:2]1[c:3]([OH:11])[cH:4][cH:5][cH:6][c:7]1[N+:8]([O-:9])=[O:10].[H:12][H:13].[O:14]1[CH2:15][CH2:16][CH2:17][CH2:18]1>>[CH3:1][c:2]1[c:3]([OH:11])[cH:4][cH:5][cH:6][c:7]1[NH2:8]. Reactants: CNOC, CCN(C(C)C)C(C)C, ClCCl, Cl, O=C(Cl)c1ccccc1-c1ncco1. Product: CON(C)C(=O)c1ccccc1-c1ncco1. Reaction SMILES: [CH3:25][NH:26][O:27][CH3:28].[CH:15]([N:16]([CH2:17][CH3:18])[CH:19]([CH3:20])[CH3:21])([CH3:22])[CH3:23].[Cl:29][CH2:30][Cl:31].[ClH:24].[o:1]1[c:2](-[c:6]2[c:7]([C:8](=[O:9])[Cl:10])[cH:11][cH:12][cH:13][cH:14]2)[n:3][cH:4][cH:5]1>>[o:1]1[c:2](-[c:6]2[c:7]([C:8](=[O:9])[N:26]([CH3:25])[O:27][CH3:28])[cH:11][cH:12][cH:13][cH:14]2)[n:3][cH:4][cH:5]1. As a reaction SMILES: Br[C:2]1[S:6][C:5]([NH:7][C:8](=[O:22])[N:9]([CH:16]2[CH2:21][CH2:20][CH2:19][CH2:18][CH2:17]2)[CH:10]2[CH2:15][CH2:14][CH2:13][CH2:12][CH2:11]2)=[N:4][CH:3]=1.[C:23]([O:27][CH3:28])(=[O:26])[CH2:24][SH:25]>>[CH3:28][O:27][C:23](=[O:26])[CH2:24][S:25][C:2]1[S:6][C:5]([NH:7][C:8]([N:9]([CH:16]2[CH2:21][CH2:20][CH2:19][CH2:18][CH2:17]2)[CH:10]2[CH2:15][CH2:14][CH2:13][CH2:12][CH2:11]2)=[O:22])=[N:4][CH:3]=1. Procedure details: Prepared as described in general procedure (D) using 3-(5-bromo-thiazol-2-yl)-1,1-dicyclohexyl-urea and methyl thioglycolate The reactants are BrC1=CN=C(S1)NC(N(C1CCCCC1)C1CCCCC1)=O (3-(5-bromo-thiazol-2-yl)-1,1-dicyclohexyl-urea), C(CS)(=O)OC (methyl thioglycolate). The product is COC(CSC1=CN=C(S1)NC(=O)N(C1CCCCC1)C1CCCCC1)=O ([2-(3,3-Dicyclohexyl-ureido)-thiazol-5-ylsulfanyl]-acetic acid methyl ester). Starting materials: resultant solution, aqueous solution, OO (hydrogen peroxide), CSC (dimethyl sulfide), OC1=CC=C(C=C1)SCC(=O)NC1=CC=CC=C1 (2-(4-hydroxyphenylthio)acetoanilide). The solvent is C(C)(=O)O (acetic acid). Reaction conditions: temperature 100 celsius, time 5 hour. Yields the product C(C)(=O)NC1=CC=CC=C1 (acetoanilide). The yield is 185.0%. RXN SMILES: OC1C=CC(S[CH2:9][C:10]([NH:12][C:13]2[CH:18]=[CH:17][CH:16]=[CH:15][CH:14]=2)=[O:11])=CC=1.OO.CSC>C(O)(=O)C>[C:10]([NH:12][C:13]1[CH:18]=[CH:17][CH:16]=[CH:15][CH:14]=1)(=[O:11])[CH3:9]. Procedure: 6.0 g (23.2 mmol) of 2-(4-hydroxyphenylthio)acetoanilide and 50 mL of acetic acid were added under a room temperature into a 100 mL flask with four inlets and attached with a stirrer and a thermometer. To the resultant solution, 5.6 g (49.4 mmol) of 30% aqueous solution of hydrogen peroxide was added, and the solution was stirred for 4 hours at a room temperature and consequently for 5 hours at 100° C. Following to the completion of the reaction, 0.5 g of dimethyl sulfide was added into the solu...